This data is from the Open Reaction Database (ORD), a public repository of structured organic reaction records. The task is: describe an organic reaction: reactants, conditions, products, and yield Reactants: CC(=O)N1CCC(CCC(=O)c2ccc3c(c2)CCN3)CC1, CCCCO, Clc1ccncc1, Cl. Product: CC(=O)N1CCC(CCC(=O)c2ccc3c(c2)CCN3c2ccncc2)CC1. Reaction SMILES: [C:1]([CH3:2])(=[O:3])[N:4]1[CH2:5][CH2:6][CH:7]([CH2:10][CH2:11][C:12](=[O:13])[c:14]2[cH:15][c:16]3[c:20]([cH:21][cH:22]2)[NH:19][CH2:18][CH2:17]3)[CH2:8][CH2:9]1.[CH2:31]([OH:32])[CH2:33][CH2:34][CH3:35].[Cl:24][c:25]1[cH:26][cH:27][n:28][cH:29][cH:30]1.[ClH:23]>>[C:1]([CH3:2])(=[O:3])[N:4]1[CH2:5][CH2:6][CH:7]([CH2:10][CH2:11][C:12](=[O:13])[c:14]2[cH:15][c:16]3[c:20]([cH:21][cH:22]2)[N:19]([c:25]2[cH:26][cH:27][n:28][cH:29][cH:30]2)[CH2:18][CH2:17]3)[CH2:8][CH2:9]1.